This data is from the Open Reaction Database (ORD), a public repository of structured organic reaction records. The task is: describe an organic reaction: reactants, conditions, products, and yield Starting materials: CN(C)CCCN(c1ccccc1C(=O)c1ccccc1)c1ncccc1[N+](=O)[O-], CCO, [Na+], [OH-], O, [Zn]. Yields the product CN(C)CCCN(c1ccccc1C(=O)c1ccccc1)c1ncccc1N. As a reaction SMILES: [CH3:1][N:2]([CH2:3][CH2:4][CH2:5][N:6]([c:7]1[c:8]([C:13](=[O:14])[c:15]2[cH:16][cH:17][cH:18][cH:19][cH:20]2)[cH:9][cH:10][cH:11][cH:12]1)[c:21]1[n:22][cH:23][cH:24][cH:25][c:26]1[N+:27]([O-:28])=[O:29])[CH3:30].[CH3:33][CH2:34][OH:35].[Na+:32].[OH-:31].[OH2:36].[Zn:37]>>[CH3:1][N:2]([CH2:3][CH2:4][CH2:5][N:6]([c:7]1[c:8]([C:13](=[O:14])[c:15]2[cH:16][cH:17][cH:18][cH:19][cH:20]2)[cH:9][cH:10][cH:11][cH:12]1)[c:21]1[n:22][cH:23][cH:24][cH:25][c:26]1[NH2:27])[CH3:30].